Dataset: the Open Reaction Database (ORD), a public repository of structured organic reaction records. Task: describe an organic reaction: reactants, conditions, products, and yield Starting materials: C[N+](C)(C)CCO, CC1(C)SC2C(NC(=O)C(N)c3ccc(O)cc3)C(=O)N2C1C(=O)O, O, O, O, O. Product: C[N+](C)(C)CCO, CC1(C)SC2C(NC(=O)C(N)c3ccc(O)cc3)C(=O)N2C1C(=O)O. RXN SMILES: [CH3:1][N+:2]([CH3:3])([CH3:4])[CH2:5][CH2:6][OH:7].[CH:11]12[S:12][C:13]([CH3:14])([CH3:15])[CH:16]([C:33]([OH:34])=[O:35])[N:17]1[C:18](=[O:19])[CH:20]2[NH:21][C:22](=[O:23])[CH:24]([NH2:25])[c:26]1[cH:27][cH:28][c:29]([OH:30])[cH:31][cH:32]1.[OH2:10].[OH2:36].[OH2:8].[OH2:9]>>[CH3:1][N+:2]([CH3:3])([CH3:4])[CH2:5][CH2:6][OH:7].[CH:11]12[S:12][C:13]([CH3:14])([CH3:15])[CH:16]([C:33](=[O:34])[OH:35])[N:17]1[C:18](=[O:19])[CH:20]2[NH:21][C:22](=[O:23])[CH:24]([NH2:25])[c:26]1[cH:27][cH:28][c:29]([OH:30])[cH:31][cH:32]1.